Dataset: the Open Reaction Database (ORD), a public repository of structured organic reaction records. Task: describe an organic reaction: reactants, conditions, products, and yield Starting materials: CC(C)(C)n1ncc(Cl)c(Cl)c1=O, Cc1ccccc1, CI, Cl, [Mg], C1CCOC1, O. Yields the product Cc1c(Cl)cnn(C(C)(C)C)c1=O. As a reaction SMILES: [C:4]([CH3:5])([CH3:6])([CH3:7])[n:8]1[n:9][cH:10][c:11]([Cl:16])[c:12]([Cl:15])[c:13]1=[O:14].[CH3:23][c:24]1[cH:25][cH:26][cH:27][cH:28][cH:29]1.[CH3:2][I:3].[ClH:17].[Mg:1].[O:18]1[CH2:19][CH2:20][CH2:21][CH2:22]1.[OH2:30]>>[CH3:2][c:12]1[c:11]([Cl:16])[cH:10][n:9][n:8]([C:4]([CH3:5])([CH3:6])[CH3:7])[c:13]1=[O:14]. Starting materials: COC(=O)C1(N)CCC(c2ccc(Br)cc2)C1, COC(=O)C1(N)CCC(c2ccc(Br)cc2)C1, Cl. Yields the product COC(=O)C1(N)CCC(c2ccc(Br)cc2)C1, Cl, O. As a reaction SMILES: [CH3:19][O:20][C:21](=[O:22])[C:23]1([NH2:35])[CH2:24][CH:25]([c:28]2[cH:29][cH:30][c:31]([Br:34])[cH:32][cH:33]2)[CH2:26][CH2:27]1.[CH3:1][O:2][C:3]([C:4]1([NH2:5])[CH2:6][CH2:7][CH:8]([c:9]2[cH:10][cH:11][c:12]([Br:13])[cH:14][cH:15]2)[CH2:16]1)=[O:17].[ClH:18]>>[CH3:19][O:20][C:21](=[O:22])[C:23]1([NH2:35])[CH2:24][CH:25]([c:28]2[cH:29][cH:30][c:31]([Br:34])[cH:32][cH:33]2)[CH2:26][CH2:27]1.[ClH:18].[OH2:2]. RXN SMILES: [CH2:1]([O:3][C:4](=[O:27])[CH2:5][C:6]1[CH:11]=[CH:10][C:9]([O:12][CH3:13])=[C:8]([O:14][C:15]2[CH:20]=[CH:19][C:18]([C:21]([F:24])([F:23])[F:22])=[CH:17][C:16]=2[CH:25]=O)[CH:7]=1)[CH3:2].[CH2:28]1[C:36]2[C:31](=[CH:32][CH:33]=[CH:34][CH:35]=2)[C@@H:30]([NH2:37])[C@H:29]1[OH:38]>>[CH2:1]([O:3][C:4](=[O:27])[CH2:5][C:6]1[CH:11]=[CH:10][C:9]([O:12][CH3:13])=[C:8]([O:14][C:15]2[CH:20]=[CH:19][C:18]([C:21]([F:23])([F:22])[F:24])=[CH:17][C:16]=2[CH2:25][NH:37][C@@H:30]2[C:31]3[C:36](=[CH:35][CH:34]=[CH:33][CH:32]=3)[CH2:28][C@@H:29]2[OH:38])[CH:7]=1)[CH3:2]. Reactants: C(C)OC(CC1=CC(=C(C=C1)OC)OC1=C(C=C(C=C1)C(F)(F)F)C=O)=O ([3-(2-Formyl-4-trifluoromethyl-phenoxy)-4-methoxy-phenyl]-acetic acid ethyl ester), C1[C@@H]([C@@H](C2=CC=CC=C21)N)O ((1R,2S)-(+)-cis-1-amino-2-indanol). Yields the product C(C)OC(CC1=CC(=C(C=C1)OC)OC1=C(C=C(C=C1)C(F)(F)F)CN[C@H]1[C@H](CC2=CC=CC=C12)O)=O ((3-{2-[((1R,2S)-2-Hydroxy-indan-1-ylamino)-methyl]-4-trifluoromethyl-phenoxy}-4-methoxy-phenyl)-acetic acid ethyl ester). Procedure: Prepared according to the procedure described in Example 45, Step 3, using the following starting materials: [3-(2-Formyl-4-trifluoromethyl-phenoxy)-4-methoxy-phenyl]-acetic acid ethyl ester and (1R,2S)-(+)-cis-1-amino-2-indanol. Reactants: BrCC1CCCCC1, CC#N, [K+], [K+], O=C([O-])[O-], O=Cc1ccc(O)cc1. Product: O=Cc1ccc(OCC2CCCCC2)cc1. As a reaction SMILES: [Br:10][CH2:11][CH:12]1[CH2:13][CH2:14][CH2:15][CH2:16][CH2:17]1.[CH3:24][C:25]#[N:26].[K+:18].[K+:19].[O-:20][C:21]([O-:22])=[O:23].[OH:1][c:2]1[cH:3][cH:4][c:5]([CH:6]=[O:7])[cH:8][cH:9]1>>[O:1]([c:2]1[cH:3][cH:4][c:5]([CH:6]=[O:7])[cH:8][cH:9]1)[CH2:11][CH:12]1[CH2:13][CH2:14][CH2:15][CH2:16][CH2:17]1.